From a dataset of the Open Reaction Database (ORD), a public repository of structured organic reaction records. describe an organic reaction: reactants, conditions, products, and yield Starting materials: CC(C)S(=O)(=O)n1c(Cl)nc2ccc(C(=O)C(O[Si](C)(C)C(C)(C)C)c3ccccc3)cc21, NCc1ccccc1, C1CCOC1, ClCCl, O. Yields the product CC(C)S(=O)(=O)n1c(NCc2ccccc2)nc2ccc(C(=O)C(O[Si](C)(C)C(C)(C)C)c3ccccc3)cc21. Reaction SMILES: [C:1]([CH3:2])([CH3:3])([CH3:4])[Si:5]([O:6][CH:7]([C:8](=[O:9])[c:10]1[cH:11][c:12]2[c:13]([n:14][c:15]([Cl:23])[n:16]2[S:17](=[O:18])(=[O:19])[CH:20]([CH3:21])[CH3:22])[cH:24][cH:25]1)[c:26]1[cH:27][cH:28][cH:29][cH:30][cH:31]1)([CH3:32])[CH3:33].[CH2:34]([c:35]1[cH:36][cH:37][cH:38][cH:39][cH:40]1)[NH2:41].[CH2:46]1[O:47][CH2:48][CH2:49][CH2:50]1.[Cl:43][CH2:44][Cl:45].[OH2:42]>>[C:1]([CH3:2])([CH3:3])([CH3:4])[Si:5]([O:6][CH:7]([C:8](=[O:9])[c:10]1[cH:11][c:12]2[c:13]([n:14][c:15]([NH:41][CH2:34][c:35]3[cH:36][cH:37][cH:38][cH:39][cH:40]3)[n:16]2[S:17](=[O:18])(=[O:19])[CH:20]([CH3:21])[CH3:22])[cH:24][cH:25]1)[c:26]1[cH:27][cH:28][cH:29][cH:30][cH:31]1)([CH3:32])[CH3:33]. The reactants are COC(=O)c1c(-c2ccc(Cl)cc2)ccnc1Br, CS(C)=O, [Na+], [OH-], O. The product is O=C(O)c1c(-c2ccc(Cl)cc2)ccnc1Br. RXN SMILES: [Br:1][c:2]1[c:3]([C:4](=[O:5])[O:6][CH3:7])[c:8](-[c:12]2[cH:13][cH:14][c:15]([Cl:18])[cH:16][cH:17]2)[cH:9][cH:10][n:11]1.[CH3:19][S:20]([CH3:21])=[O:22].[Na+:24].[OH-:23].[OH2:25]>>[Br:1][c:2]1[c:3]([C:4](=[O:5])[OH:6])[c:8](-[c:12]2[cH:13][cH:14][c:15]([Cl:18])[cH:16][cH:17]2)[cH:9][cH:10][n:11]1. Starting materials: B, CSC, CCOCC, C1CCOC1, CC1c2ccccc2-c2ccccc2N1S(=O)(=O)c1ccc(O)c(C(=O)O)c1. The product is CC1c2ccccc2-c2ccccc2N1S(=O)(=O)c1ccc(O)c(CO)c1. RXN SMILES: [BH3:32].[CH3:29][S:30][CH3:31].[CH3:33][CH2:34][O:35][CH2:36][CH3:37].[O:38]1[CH2:39][CH2:40][CH2:41][CH2:42]1.[OH:1][c:2]1[c:3]([C:4](=[O:5])[OH:6])[cH:7][c:8]([S:11](=[O:12])(=[O:13])[N:14]2[c:15]3[cH:16][cH:17][cH:18][cH:19][c:20]3-[c:21]3[cH:22][cH:23][cH:24][cH:25][c:26]3[CH:27]2[CH3:28])[cH:9][cH:10]1>>[OH:1][c:2]1[c:3]([CH2:4][OH:5])[cH:7][c:8]([S:11](=[O:12])(=[O:13])[N:14]2[c:15]3[cH:16][cH:17][cH:18][cH:19][c:20]3-[c:21]3[cH:22][cH:23][cH:24][cH:25][c:26]3[CH:27]2[CH3:28])[cH:9][cH:10]1. Reactants: CC(C)(C)C1SC(=C(N2C(C(C12)NC(C(=NOC)C=1N=C(SC1)NC(C1=CC=CC=C1)(C1=CC=CC=C1)C1=CC=CC=C1)=O)=O)C(=O)[O-])C=O (1,1-dimethylethyl-7-[2-(2-tritylamino thiazol -4-yl)-2-methoxyimino-acetamido]-3-formyl-8-oxo-4-thia-1-aza-bicyclo[4,2,0]oct-2-en-2-carboxylate), Cl.NNC(=O)N (semi-carbazide hydrochloride), CN(C=O)C (dimethylformamide), O (Water). Yields the product C(C1=CC=CC=C1)(C1=CC=CC=C1)(C1=CC=CC=C1)NC=1SC=C(N1)C(C(=O)NC1C2CS(C(=C(N2C1)C(=O)OC(C)(C)C)C(=NN)C(=O)N)=O)=NOC (1,1-dimethylethyl 7-[2-(2-tritylamino-thiazol-4-yl)-2-methoxyimino-acetamido]-3-[(aminocarbonyl) -hydrazo-nomethyl]4-oxo-4-thia-1-azabicyclo[4,2,0]oct-2-en-2-carboxylate). As a reaction SMILES: CC([CH:5]1[CH:12]2[N:9]([C:10](=O)[CH:11]2[NH:13][C:14](=[O:44])[C:15]([C:19]2[N:20]=[C:21]([NH:24][C:25]([C:38]3[CH:43]=[CH:42][CH:41]=[CH:40][CH:39]=3)([C:32]3[CH:37]=[CH:36][CH:35]=[CH:34][CH:33]=3)[C:26]3[CH:31]=[CH:30][CH:29]=[CH:28][CH:27]=3)[S:22][CH:23]=2)=[N:16][O:17][CH3:18])[C:8]([C:46]([O-:48])=[O:47])=[C:7]([CH:49]=O)[S:6]1)(C)C.Cl.[NH2:52][NH:53]C(N)=O.C[N:58](C)[CH:59]=[O:60].[OH2:62]>>[C:25]([NH:24][C:21]1[S:22][CH:23]=[C:19]([C:15](=[N:16][O:17][CH3:18])[C:14]([NH:13][CH:11]2[CH2:10][N:9]3[CH:12]2[CH2:5][S:6](=[O:62])[C:7]([C:49]([C:59]([NH2:58])=[O:60])=[N:52][NH2:53])=[C:8]3[C:46]([O:48][C:25]([CH3:38])([CH3:32])[CH3:26])=[O:47])=[O:44])[N:20]=1)([C:32]1[CH:33]=[CH:34][CH:35]=[CH:36][CH:37]=1)([C:26]1[CH:31]=[CH:30][CH:29]=[CH:28][CH:27]=1)[C:38]1[CH:39]=[CH:40][CH:41]=[CH:42][CH:43]=1 |f:1.2|. Procedure: 142 mg of 1,1-dimethylethyl-7-[2-(2-tritylamino thiazol -4-yl)-2-methoxyimino-acetamido]-3-formyl-8-oxo-4-thia-1-aza-bicyclo[4,2,0]oct-2-en-2-carboxylate, 60 mg of semi-carbazide hydrochloride and 0.8 ml of dimethylformamide were mixed together and after one hour and thirty minutes, 10 ml of Water were added followed by extraction with ethyl acetate. The organic phases were dried, and concentrated to dryness. The residue was dissolved in ethanol and after allowing crystallization for 45 minutes ... Reactants: Cc1nc(C)c(-c2ccc(B(O)O)cc2)nc1C(N)=O, COCCOC, [Cl-], COC(=O)C(C)c1cc(F)c(OS(=O)(=O)C(F)(F)F)c(F)c1, [Li+], [Na+], [Na+], O=C([O-])[O-], c1ccc(P(c2ccccc2)(c2ccccc2)[Pd](P(c2ccccc2)(c2ccccc2)c2ccccc2)(P(c2ccccc2)(c2ccccc2)c2ccccc2)P(c2ccccc2)(c2ccccc2)c2ccccc2)cc1. Yields the product COC(=O)C(C)c1cc(F)c(-c2ccc(-c3nc(C(N)=O)c(C)nc3C)cc2)c(F)c1. RXN SMILES: [C:1]([NH2:2])(=[O:3])[c:4]1[c:5]([CH3:20])[n:6][c:7]([CH3:19])[c:8](-[c:10]2[cH:11][cH:12][c:13]([B:16]([OH:17])[OH:18])[cH:14][cH:15]2)[n:9]1.[CH3:51][O:52][CH2:53][CH2:54][O:55][CH3:56].[Cl-:50].[F:21][c:22]1[cH:23][c:24]([CH:37]([C:38](=[O:39])[O:40][CH3:41])[CH3:42])[cH:25][c:26]([F:36])[c:27]1[O:28][S:29]([C:30]([F:31])([F:32])[F:33])(=[O:34])=[O:35].[Li+:49].[Na+:43].[Na+:44].[O-:45][C:46](=[O:47])[O-:48].[cH:57]1[cH:58][cH:59][c:60]([P:61]([Pd:62]([P:63]([c:64]2[cH:65][cH:66][cH:67][cH:68][cH:69]2)([c:70]2[cH:71][cH:72][cH:73][cH:74][cH:75]2)[c:76]2[cH:77][cH:78][cH:79][cH:80][cH:81]2)([P:82]([c:83]2[cH:84][cH:85][cH:86][cH:87][cH:88]2)([c:89]2[cH:90][cH:91][cH:92][cH:93][cH:94]2)[c:95]2[cH:96][cH:97][cH:98][cH:99][cH:100]2)[P:101]([c:102]2[cH:103][cH:104][cH:105][cH:106][cH:107]2)([c:108]2[cH:109][cH:110][cH:111][cH:112][cH:113]2)[c:114]2[cH:115][cH:116][cH:117][cH:118][cH:119]2)([c:120]2[cH:121][cH:122][cH:123][cH:124][cH:125]2)[c:126]2[cH:127][cH:128][cH:129][cH:130][cH:131]2)[cH:132][cH:133]1>>[C:1]([NH2:2])(=[O:3])[c:4]1[c:5]([CH3:20])[n:6][c:7]([CH3:19])[c:8](-[c:10]2[cH:11][cH:12][c:13](-[c:27]3[c:22]([F:21])[cH:23][c:24]([CH:37]([C:38](=[O:39])[O:40][CH3:41])[CH3:42])[cH:25][c:26]3[F:36])[cH:14][cH:15]2)[n:9]1.